This data is from the Open Reaction Database (ORD), a public repository of structured organic reaction records. The task is: describe an organic reaction: reactants, conditions, products, and yield Starting materials: C(=O)C1=C(CP(OCC)(OCC)=O)C=CC=C1 (diethyl 2-formylbenzylphosphonate), NNC(=S)N (thiosemicarbazide), C(C)(=O)O (acetic acid). Run in C(C)O (ethanol). The product is C(C1=C(CP(OCC)(OCC)=O)C=CC=C1)=NNC(=S)N (Diethyl 2-formylbenzylphosphonate thiosemicarbazone). Reaction SMILES: [CH:1]([C:3]1[CH:17]=[CH:16][CH:15]=[CH:14][C:4]=1[CH2:5][P:6](=[O:13])([O:10][CH2:11][CH3:12])[O:7][CH2:8][CH3:9])=O.[NH2:18][NH:19][C:20]([NH2:22])=[S:21].C(O)(=O)C>C(O)C>[CH:1](=[N:18][NH:19][C:20]([NH2:22])=[S:21])[C:3]1[CH:17]=[CH:16][CH:15]=[CH:14][C:4]=1[CH2:5][P:6](=[O:13])([O:10][CH2:11][CH3:12])[O:7][CH2:8][CH3:9]. Procedure: 2.0 g (8 mmol) of the compound A and 0.73 g of thiosemicarbazide were dissolved or suspended in 200 ml of absolute ethanol. 2 ml of acetic acid were added and the mixture was boiled under reflux for 3 h. In the course of the slow cooling, the product D precipitated in crystalline form. Starting materials: CN(C)C=NS(=O)(=O)CCC(CCO)(C)C (5-(N,N-dimethylaminomethylene)aminosulfonyl-3,3-dimethyl-1-pentanol), ClC=1C(=CC=2N(N1)N=CN2)C (6-chloro-7-methyl[1,2,4]triazolo[1,5-b]pyridazine). Procedure details: Using 5-(N,N-dimethylaminomethylene)aminosulfonyl-3,3-dimethyl-1-pentanol and 6-chloro-7-methyl[1,2,4]triazolo[1,5-b]pyridazine, the same reaction as in Example 6 was conducted to produce the title compound. m.p. 143°-144° C. The product is CC(CCOC=1C(=CC=2N(N1)N=CN2)C)(CCS(N)(=O)=O)C (6-(3,3-dimethyl-5-sulfamoyl-1-pentyloxy)-7-methyl[1,2,4]triazolo[1,5-b]pyridazine). Reaction SMILES: CN(C=[N:5][S:6]([CH2:9][CH2:10][C:11]([CH3:16])([CH3:15])[CH2:12][CH2:13][OH:14])(=[O:8])=[O:7])C.Cl[C:18]1[C:19]([CH3:27])=[CH:20][C:21]2[N:22]([N:24]=[CH:25][N:26]=2)[N:23]=1>>[CH3:16][C:11]([CH3:15])([CH2:10][CH2:9][S:6](=[O:7])(=[O:8])[NH2:5])[CH2:12][CH2:13][O:14][C:18]1[C:19]([CH3:27])=[CH:20][C:21]2[N:22]([N:24]=[CH:25][N:26]=2)[N:23]=1. Reactants: C(C)(=O)OC(C)(C)C (t-butyl acetate), FCC(=O)OCC (ethyl fluoroacetate), C(C)(C)NC(C)C (diisopropylamine), C(CCC)[Li] (n-butyllithium). The solvent is CCOCC (ether), O1CCCC1 (tetrahydrofuran), O1CCCC1 (tetrahydrofuran), O1CCCC1 (tetrahydrofuran). Run at temperature -78 celsius. Yields the product FCC(CC(=O)OC(C)(C)C)=O (T-BUTYL 4-FLUOROACETOACETATE). Reaction SMILES: C(NC(C)C)(C)C.C([Li])CCC.[C:13]([O:16][C:17]([CH3:20])([CH3:19])[CH3:18])(=[O:15])[CH3:14].[F:21][CH2:22][C:23](OCC)=[O:24]>O1CCCC1.CCOCC>[F:21][CH2:22][C:23](=[O:24])[CH2:14][C:13]([O:16][C:17]([CH3:20])([CH3:19])[CH3:18])=[O:15]. Procedure: A solution containing 12.6 g (125 mmol) of diisopropylamine in 90 ml of dry tetrahydrofuran was cooled to -78° C. and 52.4 ml of 2.5M n-butyllithium (131 mmol) was added. A solution of 14.5 g (125 mmol) of t-butyl acetate in 10 ml of tetrahydrofuran was then added dropwise over a 30 min period with stirring and allowed to react for another 30 min at -78° C. A solution of 6.00 g (56.6 mmol) of ethyl fluoroacetate in tetrahydrofuran was added dropwise with stirring to the resultant pale yellow sol... Reactants: [N+](=O)([O-])C1=CC=C(C=CC2=[N+](C(=CC=C2)C=CC2=CC=C(C=C2)[N+](=O)[O-])[O-])C=C1 (2,6-di(p-nitrostyryl)pyridine-N-oxide), [S-2].[Na+].[Na+] (sodium sulfide), O (water). Run in C(C)O (ethanol). Product: NC1=CC=C(C=CC2=[N+](C(=CC=C2)C=CC2=CC=C(C=C2)N)[O-])C=C1 (2,6-di(p-aminostyryl)pyridine-N-oxide). The yield is 88.7%. RXN SMILES: [N+:1]([C:4]1[CH:29]=[CH:28][C:7]([CH:8]=[CH:9][C:10]2[CH:15]=[CH:14][CH:13]=[C:12]([CH:16]=[CH:17][C:18]3[CH:23]=[CH:22][C:21]([N+:24]([O-])=O)=[CH:20][CH:19]=3)[N+:11]=2[O-:27])=[CH:6][CH:5]=1)([O-])=O.[S-2].[Na+].[Na+].O>C(O)C>[NH2:24][C:21]1[CH:20]=[CH:19][C:18]([CH:17]=[CH:16][C:12]2[CH:13]=[CH:14][CH:15]=[C:10]([CH:9]=[CH:8][C:7]3[CH:28]=[CH:29][C:4]([NH2:1])=[CH:5][CH:6]=3)[N+:11]=2[O-:27])=[CH:23][CH:22]=1 |f:1.2.3|. Procedure details: More specifically, the synthesizing procedure is as follows. 2,6-dimethylpyridine or a substituted product thereof, is reacted with p-nitrobenzenealdehyde or a substituted product according to a method described, for example, in Journal of Organic Chemistry, vol. 15, P. 1184 (1950) to synthesize 2,6-di(p-nitrostyryl)pyridine (K). 30 g of this nitro compound is reacted wtih 27 g of m-chloroperbenzoic acid in three liter of dichloromethane to obtain 24 g of 2,6-di(p-nitrostyryl)pyridine-N-oxide. 2... Starting materials: OC1(CCC1)C1=CC=C(C#N)C=C1 (4-(1-hydroxy-cyclobutyl)-benzonitrile), [H-].[H-].[H-].[H-].[Li+].[Al+3] (LiAlH4). Run in C1CCOC1 (THF). Reaction conditions: temperature 0 celsius, time 10 minute. Yields the product NCC1=CC=C(C=C1)C1(CCC1)O (1-(4-Aminomethyl-phenyl)-cyclobutanol). The yield is 48.0%. RXN SMILES: [OH:1][C:2]1([C:6]2[CH:13]=[CH:12][C:9]([C:10]#[N:11])=[CH:8][CH:7]=2)[CH2:5][CH2:4][CH2:3]1.[H-].[H-].[H-].[H-].[Li+].[Al+3]>C1COCC1>[NH2:11][CH2:10][C:9]1[CH:8]=[CH:7][C:6]([C:2]2([OH:1])[CH2:5][CH2:4][CH2:3]2)=[CH:13][CH:12]=1 |f:1.2.3.4.5.6|. Procedure details: A 250 mL flask was charged with 4.1 g (23.5 mmol) 4-(1-hydroxy-cyclobutyl)-benzonitrile and 100 mL anhydrous THF then cooled to 0° C. Next, 70.5 mL (70.5 mmol) 1M LiAlH4 was added dropwise. The reaction mixture was stirred at 0° C. for 10 minutes then heated to reflux for 30 minutes, then cooled to 0° C. and quenched with MeOH. Diluted with methylene chloride and washed with water (2×100 mL). The organic was filtered through Celite and concentrated to give 2 g of a yellow solid. Reactants: COC1=C(C(=CC=C1)OC)N1C2=CC=CC=C2C=2C=CC=CC12 (9-(2,6-Dimethoxyphenyl)-9H-carbazole), Cl.[NH+]1=CC=CC=C1 (pyridinium hydrochloride). The solvent is O (water). Yields the product C1=CC=CC=2C3=CC=CC=C3N(C12)C1=C(C=CC=C1O)O (2-carbazol-9-yl-benzene-1,3-diol). The yield is 60.6%. RXN SMILES: C[O:2][C:3]1[CH:8]=[CH:7][CH:6]=[C:5]([O:9]C)[C:4]=1[N:11]1[C:23]2[CH:22]=[CH:21][CH:20]=[CH:19][C:18]=2[C:17]2[C:12]1=[CH:13][CH:14]=[CH:15][CH:16]=2.Cl.[NH+]1C=CC=CC=1>O>[CH:22]1[C:23]2[N:11]([C:4]3[C:5]([OH:9])=[CH:6][CH:7]=[CH:8][C:3]=3[OH:2])[C:12]3[C:17](=[CH:16][CH:15]=[CH:14][CH:13]=3)[C:18]=2[CH:19]=[CH:20][CH:21]=1 |f:1.2|. Procedure: 9-(2,6-Dimethoxyphenyl)-9H-carbazole (10.00 g) and pyridinium hydrochloride (50.0 g) were placed in the 250 ml round-bottom flask, equipped with magnetic stirrer and immersed in the pre-heated oil bath (230° C., 45 min). The reaction mixture was cooled down to room temperature, diluted with 400 ml water and extracted with ethyl acetate (3×150 ml). Organic fractions were combined, dried over sodium sulfate anhydrous, filtered and evaporated, providing 5.5 g of pure 2-carbazol-9-yl-benzene-1,3-dio... Starting materials: C(C)NC1=C(C=C(C(=O)O)C=C1)[N+](=O)[O-] (4-ethylamino-3-nitro-benzoic acid). Reagents/catalysts: [Ni] (Raney nickel). Run in C1CCOC1.O (THF water). The product is NC=1C=C(C(=O)O)C=CC1NCC (3-amino-4-ethylamino-benzoic acid). RXN SMILES: [CH2:1]([NH:3][C:4]1[CH:12]=[CH:11][C:7]([C:8]([OH:10])=[O:9])=[CH:6][C:5]=1[N+:13]([O-])=O)[CH3:2]>C1COCC1.O.[Ni]>[NH2:13][C:5]1[CH:6]=[C:7]([CH:11]=[CH:12][C:4]=1[NH:3][CH2:1][CH3:2])[C:8]([OH:10])=[O:9] |f:1.2|. Procedure details: A solution of 1.56 g (7.4 mmol) of the title A compound 4-ethylamino-3-nitro-benzoic acid in 60 mL of THF/water (2:1) is hydrogenated at 20 psi over 300 mg of Raney nickel for 18 h. The catalyst is removed by filtration through Celite and the solvent is removed under reduced pressure to give 3-amino-4-ethylamino-benzoic acid as a dark solid. This material is used as such in the next step. Reaction SMILES: [Br:1][C:2]1[CH:3]=[N:4][C:5]2[N:6]([N:8]=[C:9]([C:11]([OH:13])=O)[CH:10]=2)[CH:7]=1.[F:14][C:15]1[CH:24]=[C:23]2[C:18]([CH2:19][CH2:20][NH:21][CH:22]2[C:25]([F:28])([F:27])[F:26])=[CH:17][CH:16]=1>>[Br:1][C:2]1[CH:3]=[N:4][C:5]2[N:6]([N:8]=[C:9]([C:11]([N:21]3[CH2:20][CH2:19][C:18]4[C:23](=[CH:24][C:15]([F:14])=[CH:16][CH:17]=4)[CH:22]3[C:25]([F:26])([F:27])[F:28])=[O:13])[CH:10]=2)[CH:7]=1. Reactants: BrC=1C=NC=2N(C1)N=C(C2)C(=O)O (6-bromo-pyrazolo[1,5-a]pyrimidine-2-carboxylic acid), FC1=CC=C2CCNC(C2=C1)C(F)(F)F (7-fluoro-1-trifluoromethyl-1,2,3,4-tetrahydro-isoquinoline). Procedure: In close analogy to the procedure described in Example 1, 6-bromo-pyrazolo[1,5-a]pyrimidine-2-carboxylic acid is reacted with 7-fluoro-1-trifluoromethyl-1,2,3,4-tetrahydro-isoquinoline to provide the title compound in moderate yield. Yields the product BrC=1C=NC=2N(C1)N=C(C2)C(=O)N2C(C1=CC(=CC=C1CC2)F)C(F)(F)F ((6-Bromo-pyrazolo[1,5-a]pyrimidin-2-yl)-(7-fluoro-1-trifluoromethyl-3,4-dihydro-1H-isoquinolin-2-yl)-methanone).